From a dataset of the Open Reaction Database (ORD), a public repository of structured organic reaction records. describe an organic reaction: reactants, conditions, products, and yield The reactants are CCCCCCCCCCCCCCCC(=O)OC(CCCCCCCCCCCC(C)C)C(CC=O)(C(=O)[O-])c1ccc(Br)cc1, [Zn]. Product: CCCCCCCCCCCCCCCC(=O)OC(CCCCCCCCCCCC(C)C)CC(=O)O. RXN SMILES: [Br:1][c:2]1[cH:3][cH:4][c:5]([C:8]([CH2:6][CH:7]=[O:45])([C:9](=[O:10])[O-:11])[CH:12]([CH2:13][CH2:14][CH2:15][CH2:16][CH2:17][CH2:18][CH2:19][CH2:20][CH2:21][CH2:22][CH2:23][CH:24]([CH3:25])[CH3:26])[O:27][C:28]([CH2:29][CH2:30][CH2:31][CH2:32][CH2:33][CH2:34][CH2:35][CH2:36][CH2:37][CH2:38][CH2:39][CH2:40][CH2:41][CH2:42][CH3:43])=[O:44])[cH:46][cH:47]1.[Zn:48]>>[CH2:8]([C:9](=[O:10])[OH:11])[CH:12]([CH2:13][CH2:14][CH2:15][CH2:16][CH2:17][CH2:18][CH2:19][CH2:20][CH2:21][CH2:22][CH2:23][CH:24]([CH3:25])[CH3:26])[O:27][C:28]([CH2:29][CH2:30][CH2:31][CH2:32][CH2:33][CH2:34][CH2:35][CH2:36][CH2:37][CH2:38][CH2:39][CH2:40][CH2:41][CH2:42][CH3:43])=[O:44].